Dataset: the Open Reaction Database (ORD), a public repository of structured organic reaction records. Task: describe an organic reaction: reactants, conditions, products, and yield The reactants are CC(C)(C)OC(=O)N1c2ccccc2OCC1C1CCCCC1, CCO, Cl. The product is c1ccc2c(c1)NC(C1CCCCC1)CO2. As a reaction SMILES: [C:1]([O:2][C:3](=[O:4])[N:8]1[CH:9]([CH:18]2[CH2:19][CH2:20][CH2:21][CH2:22][CH2:23]2)[CH2:10][O:11][c:12]2[c:13]1[cH:14][cH:15][cH:16][cH:17]2)([CH3:5])([CH3:6])[CH3:7].[CH3:25][CH2:26][OH:27].[ClH:24]>>[NH:8]1[CH:9]([CH:18]2[CH2:19][CH2:20][CH2:21][CH2:22][CH2:23]2)[CH2:10][O:11][c:12]2[c:13]1[cH:14][cH:15][cH:16][cH:17]2. Reactants: [BH4-], CCO, CC12CCC(O)CC1=CCC1C2CCC2(C)C(=NC3CC3)CCC12, [Na+]. Yields the product CC12CCC(O)CC1=CCC1C2CCC2(C)C(NC3CC3)CCC12. As a reaction SMILES: [BH4-:25].[CH3:27][CH2:28][OH:29].[CH:1]1([N:4]=[C:5]2[C:6]3([CH3:7])[CH:8]([CH2:9][CH2:10]2)[CH:11]2[CH2:12][CH:13]=[C:14]4[CH2:15][CH:16]([OH:24])[CH2:17][CH2:18][C:19]4([CH3:20])[CH:21]2[CH2:22][CH2:23]3)[CH2:2][CH2:3]1.[Na+:26]>>[CH:1]1([NH:4][CH:5]2[C:6]3([CH3:7])[CH:8]([CH2:9][CH2:10]2)[CH:11]2[CH2:12][CH:13]=[C:14]4[CH2:15][CH:16]([OH:24])[CH2:17][CH2:18][C:19]4([CH3:20])[CH:21]2[CH2:22][CH2:23]3)[CH2:2][CH2:3]1. Reactants: O=C1c2c(Cl)cc(Br)cc2CN1Cc1ccc(OC(F)(F)F)cc1, CC#N, [Cu]I, N#C[Na], c1ccc(P(c2ccccc2)(c2ccccc2)[Pd](P(c2ccccc2)(c2ccccc2)c2ccccc2)(P(c2ccccc2)(c2ccccc2)c2ccccc2)P(c2ccccc2)(c2ccccc2)c2ccccc2)cc1. The product is N#Cc1cc(Cl)c2c(c1)CN(Cc1ccc(OC(F)(F)F)cc1)C2=O. RXN SMILES: [Br:1][c:2]1[cH:3][c:4]2[c:8]([c:9]([Cl:11])[cH:10]1)[C:7](=[O:12])[N:6]([CH2:13][c:14]1[cH:15][cH:16][c:17]([O:20][C:21]([F:22])([F:23])[F:24])[cH:18][cH:19]1)[CH2:5]2.[CH3:107][C:108]#[N:109].[Cu:105][I:106].[Na:25][C:26]#[N:27].[cH:28]1[cH:29][cH:30][c:31]([P:32]([Pd:33]([P:34]([c:35]2[cH:36][cH:37][cH:38][cH:39][cH:40]2)([c:41]2[cH:42][cH:43][cH:44][cH:45][cH:46]2)[c:47]2[cH:48][cH:49][cH:50][cH:51][cH:52]2)([P:53]([c:54]2[cH:55][cH:56][cH:57][cH:58][cH:59]2)([c:60]2[cH:61][cH:62][cH:63][cH:64][cH:65]2)[c:66]2[cH:67][cH:68][cH:69][cH:70][cH:71]2)[P:72]([c:73]2[cH:74][cH:75][cH:76][cH:77][cH:78]2)([c:79]2[cH:80][cH:81][cH:82][cH:83][cH:84]2)[c:85]2[cH:86][cH:87][cH:88][cH:89][cH:90]2)([c:91]2[cH:92][cH:93][cH:94][cH:95][cH:96]2)[c:97]2[cH:98][cH:99][cH:100][cH:101][cH:102]2)[cH:103][cH:104]1>>[c:2]1([C:26]#[N:27])[cH:3][c:4]2[c:8]([c:9]([Cl:11])[cH:10]1)[C:7](=[O:12])[N:6]([CH2:13][c:14]1[cH:15][cH:16][c:17]([O:20][C:21]([F:22])([F:23])[F:24])[cH:18][cH:19]1)[CH2:5]2. The reactants are C=C1CC(=O)O1 (diketene), C1(=CC=CC=C1)C#C (Phenylacetylene), [Li+].[C-]#CC1=CC=CC=C1 (lithium phenylacetylide), [Li+].[C-]#CC1=CC=CC=C1 (lithium phenyacetylide), C1(C=CC(C=C1)=O)=O (Benzoquinone), C(CCC)[Li] (n-butyllithium), CN1CCCN(C1=O)C (DMPU). Run in C1CCOC1 (THF), C1CCOC1 (THF), CCCCCC (hexane), C1CCOC1 (THF). Run at temperature -78 celsius, time 30 minute. The product is C(C)(=O)C1C(OC2(C1CC(C=C2)=O)C#CC2=CC=CC=C2)=O (3-Acetyl-3a,7a-dihydro-7a-(phenylethynyl)benzofuran-2,5(3H,4H)-dione). Yield: 87.7%. Reaction SMILES: [C:1]1([C:7]#[CH:8])[CH:6]=[CH:5][CH:4]=[CH:3][CH:2]=1.C([Li])CCC.[C:14]1(=[O:21])[CH:19]=[CH:18][C:17](=[O:20])[CH:16]=[CH:15]1.[Li+].[C-]#CC1C=CC=CC=1.CN1C(=O)N(C)CCC1.[CH2:40]=[C:41]1[O:45][C:43](=[O:44])[CH2:42]1>C1COCC1.CCCCCC>[C:41]([CH:42]1[CH:16]2[CH2:15][C:14](=[O:21])[CH:19]=[CH:18][C:17]2([C:8]#[C:7][C:1]2[CH:6]=[CH:5][CH:4]=[CH:3][CH:2]=2)[O:20][C:43]1=[O:44])(=[O:45])[CH3:40] |f:3.4|. Procedure details: Phenylacetylene (1 mL, 9.3 mmole) was placed in dry THF (10 mL) in a dry, 50 mL, 3-necked, round bottomed flask fitted with a mechanical stirrer, thermometer and argon inlet. The solution was cooled to -78° C. and treated with 1.6M n-butyllithium (5.8 mL, 9.3 mmole) in hexane. The reaction was stirred at -78° C. for 30 min, warmed to 0° C., then recooled to -78° C. Benzoquinone (1 g, 9.3 mmole) and dry THF (10 mL) were added, under argon, to a separate 100 mL, 3-necked, round bottomed flask. The...